Dataset: the Open Reaction Database (ORD), a public repository of structured organic reaction records. Task: describe an organic reaction: reactants, conditions, products, and yield The reactants are CCO, CC1(c2cc(Cn3ncc([N+](=O)[O-])n3)ccn2)OCCO1, [Cl-], [Fe], N#N, [NH4+], O. Product: CC1(c2cc(Cn3ncc(N)n3)ccn2)OCCO1. Reaction SMILES: [CH3:26][CH2:27][OH:28].[CH3:3][C:4]1([c:9]2[n:10][cH:11][cH:12][c:13]([CH2:15][n:16]3[n:17][cH:18][c:19]([N+:21]([O-:22])=[O:23])[n:20]3)[cH:14]2)[O:5][CH2:6][CH2:7][O:8]1.[Cl-:24].[Fe:30].[N:1]#[N:2].[NH4+:25].[OH2:29]>>[CH3:3][C:4]1([c:9]2[n:10][cH:11][cH:12][c:13]([CH2:15][n:16]3[n:17][cH:18][c:19]([NH2:21])[n:20]3)[cH:14]2)[O:5][CH2:6][CH2:7][O:8]1.